This data is from the Open Reaction Database (ORD), a public repository of structured organic reaction records. The task is: describe an organic reaction: reactants, conditions, products, and yield Starting materials: [N+](=O)(O)[O-] (nitric acid), BrC1=CC=C2C(=CC(OC2=C1)=O)O (7-bromo-4-hydroxycoumarin). The solvent is C(Cl)(Cl)Cl (chloroform). Reaction conditions: time 1.5 hour. Product: BrC1=CC=C2C(=C(C(OC2=C1)=O)[N+](=O)[O-])O (7-Bromo-4-hydroxy-3-nitrocoumarin). RXN SMILES: [N+:1]([O-:4])(O)=[O:2].[Br:5][C:6]1[CH:15]=[C:14]2[C:9]([C:10]([OH:17])=[CH:11][C:12](=[O:16])[O:13]2)=[CH:8][CH:7]=1>C(Cl)(Cl)Cl>[Br:5][C:6]1[CH:15]=[C:14]2[C:9]([C:10]([OH:17])=[C:11]([N+:1]([O-:4])=[O:2])[C:12](=[O:16])[O:13]2)=[CH:8][CH:7]=1. Procedure: Fuming nitric acid (27 ml) was added to a stirred suspension of 7-bromo-4-hydroxycoumarin (m.p. 247.5°-248.5°; 4.18g) in chloroform (400 ml) at room temperature over 1.5 hours. After a further 1.5 hours, the solvent was removed in vacuo at room temperature and 6N hydrochloric acid (100 ml) added to the residue. Filtration gave the product, m.p. 155°-7°, (C9H4NO5Br requires C, 37.79; H, 1.41; N. 4.90; Br, 27.94. Found: C, 37.46; H, 1.45; N, 4.78; Br, 27.93). The reactants are OC(C)C1=CC2=CC=CC=C2C=C1 (2-(1'-hydroxyethyl)naphthalene), S(O)(O)(=O)=O (sulfuric acid), CC(=O)C (acetone). Reagents/catalysts: [O-2].[O-2].[O-2].[Cr+6] (chromium trioxide). The solvent is C(C)(=O)O (acetic acid). Yields the product C(C)(=O)C1=CC2=CC=CC=C2C=C1 (2-acetylnaphthalene). As a reaction SMILES: [OH:1][CH:2]([C:4]1[CH:13]=[CH:12][C:11]2[C:6](=[CH:7][CH:8]=[CH:9][CH:10]=2)[CH:5]=1)[CH3:3].S(=O)(=O)(O)O.CC(C)=O>C(O)(=O)C.[O-2].[O-2].[O-2].[Cr+6]>[C:2]([C:4]1[CH:13]=[CH:12][C:11]2[C:6](=[CH:7][CH:8]=[CH:9][CH:10]=2)[CH:5]=1)(=[O:1])[CH3:3] |f:4.5.6.7|. Procedure: 2-Acetylnaphthalene is prepared by treating 2-(1'-bromoethyl)naphthalene, prepared as described above, wtih sodium acetate in acetic acid to afford 2-(1'-acetonyethyl)naphthalene which upon base hydrolysis furnishes the 2-(1'-hydroxyethyl)naphthalene. The latter is oxidized with an equivalent of chromium trioxide in glacial acetic acid, or 8N sulfuric acid and acetone to furnish 2-acetylnaphthalene. 2-Carboxynaphthalene is prepared from 2-acetylnaphthalene by treating the latter with aqueous sod... Starting materials: ( 100 ), C(=O)=O (dry ice), [N+](=O)([O-])C1=CC=C(C=C1)NC1=NC(=CC=C1)N (N2-(4-nitrophenyl)pyridine-2,6-diamine). Reagents/catalysts: [Pd] (Pd/C). The solvent is CO (MeOH). Reaction conditions: time 3 hour. The product is NC1=CC=C(C=C1)NC1=NC(=CC=C1)N (N-(4-amino-phenyl)-pyridine-2,6-diamine). As a reaction SMILES: [N+:1]([C:4]1[CH:9]=[CH:8][C:7]([NH:10][C:11]2[CH:16]=[CH:15][CH:14]=[C:13]([NH2:17])[N:12]=2)=[CH:6][CH:5]=1)([O-])=O.C(=O)=O>[Pd].CO>[NH2:1][C:4]1[CH:5]=[CH:6][C:7]([NH:10][C:11]2[CH:16]=[CH:15][CH:14]=[C:13]([NH2:17])[N:12]=2)=[CH:8][CH:9]=1. Reported procedure: 2,6-Diaminopyridine (9.2 mmol, 1.0 g) and 1-fluoro-4-nitrobenzene (9.2 mmol, 1.3 g) were dissolved in 10 mL anhydrous DMF. The solution was stirred at ambient temperature while 95% sodium hydride (18.3 mmol, 440 mg) was added. The solution turned reddish black in 30 min. The reaction mixture was stirred for an additional 20 hours at room temperature. The reaction mixture was poured slowly into 25 mL 10% aqueous NH4Cl solution mixed with ice (25 g). The resulted aqueous solution was extracted wit... Reactants: C(C)C=1C=CC(=C(N)C1)[N+](=O)[O-] (5-ethyl-2-nitro-aniline), [Sn](Cl)(Cl)(Cl)Cl (tin chloride), C(O)([O-])=O.[Na+] (sodium hydrogen carbonate). Run in C(C)O (ethanol). Yields the product C(C)C1=CC(=C(C=C1)N)N (4-ethyl-phenylene diamine). Yield: 85.4%. Reaction SMILES: [CH2:1]([C:3]1[CH:4]=[CH:5][C:6]([N+:10]([O-])=O)=[C:7]([CH:9]=1)[NH2:8])[CH3:2].[Sn](Cl)(Cl)(Cl)Cl.C(=O)([O-])O.[Na+]>C(O)C>[CH2:1]([C:3]1[CH:4]=[CH:5][C:6]([NH2:10])=[C:7]([NH2:8])[CH:9]=1)[CH3:2] |f:2.3|. Reported procedure: A stirred solution of 5-ethyl-2-nitro-aniline [200 mg, Reference Example 30(a)] and tin chloride (2.75 g) in ethanol (5 ml) was heated in a Smith Creator microwave at 140° C. for 10 minutes. The reaction mixture was basified to pH 8 by addition of saturated sodium hydrogen carbonate solution and then extracted with ethyl acetate. The organic extracts were dried over magnesium sulfate and then evaporated to give 4-ethyl-phenylene diamine (140 mg) as a pale orange solid, which was used without fut... Reactants: CC(C)N1C(N(C(C1)=O)C1=C(C=C(C=C1)O)F)=O (1-(1-methylethyl)-3-(2-fluoro-4-hydroxyphenyl)imidazolidin-2,4-dione), ClCC1=C(OC(C(=O)OC)C)C=C(C=C1)Cl (methyl 2-(2-chloromethyl-5-chlorophenoxy)propionate), C([O-])([O-])=O.[K+].[K+] (potassium carbonate). Run in CC(CC)=O (2-butanone). Yields the product FC=1C=C(OCC2=C(OC(C(=O)OC)C)C=C(C=C2)Cl)C=CC1N1C(N(CC1=O)C(C)C)=O (methyl 2-[2-[3-fluoro-4[1-(1-methylethyl)imidazolidin-2,4-dion-3-yl]phenoxymethyl]-5-chlorophenoxy]propionate). Isolated yield 90.5%. Reaction SMILES: [CH3:1][CH:2]([N:4]1[CH2:8][C:7](=[O:9])[N:6]([C:10]2[CH:15]=[CH:14][C:13]([OH:16])=[CH:12][C:11]=2[F:17])[C:5]1=[O:18])[CH3:3].Cl[CH2:20][C:21]1[CH:33]=[CH:32][C:31]([Cl:34])=[CH:30][C:22]=1[O:23][CH:24]([CH3:29])[C:25]([O:27][CH3:28])=[O:26].C(=O)([O-])[O-].[K+].[K+]>CC(=O)CC>[F:17][C:11]1[CH:12]=[C:13]([CH:14]=[CH:15][C:10]=1[N:6]1[C:7](=[O:9])[CH2:8][N:4]([CH:2]([CH3:1])[CH3:3])[C:5]1=[O:18])[O:16][CH2:20][C:21]1[CH:33]=[CH:32][C:31]([Cl:34])=[CH:30][C:22]=1[O:23][CH:24]([CH3:29])[C:25]([O:27][CH3:28])=[O:26] |f:2.3.4|. Procedure details: By the method of Example 1, Step K, 0.60 g (0.0024 mole) of 1-(1-methylethyl)-3-(2-fluoro-4-hydroxyphenyl)imidazolidin-2,4-dione, 1.24 g (0.0048 mole) of methyl 2-(2-chloromethyl-5-chlorophenoxy)propionate (Example 2, Step F), and 0.5 g (0.0036 mole) of potassium carbonate were reacted in 25 mL of 2-butanone. After purification, 1.04 g of methyl 2-[2-[3-fluoro-4[1-(1-methylethyl)imidazolidin-2,4-dion-3-yl]phenoxymethyl]-5-chlorophenoxy]propionate was isolated as a yellow oil. The NMR and IR spec... Reactants: CC(C)(C)N, [Li]CCCC, CCCCCC, Clc1cc(N2CCCC2)nc(N2CCCC2)n1, C1CCOC1, O. Product: CC(C)(C)Nc1cc(N2CCCC2)nc(N2CCCC2)n1. As a reaction SMILES: [C:1]([CH3:2])([CH3:3])([CH3:4])[NH2:5].[CH2:6]([Li:7])[CH2:8][CH2:9][CH3:10].[CH3:34][CH2:35][CH2:36][CH2:37][CH2:38][CH3:39].[Cl:11][c:12]1[n:13][c:14]([N:23]2[CH2:24][CH2:25][CH2:26][CH2:27]2)[n:15][c:16]([N:18]2[CH2:19][CH2:20][CH2:21][CH2:22]2)[cH:17]1.[O:29]1[CH2:30][CH2:31][CH2:32][CH2:33]1.[OH2:28]>>[C:1]([CH3:2])([CH3:3])([CH3:4])[NH:5][c:12]1[n:13][c:14]([N:23]2[CH2:24][CH2:25][CH2:26][CH2:27]2)[n:15][c:16]([N:18]2[CH2:19][CH2:20][CH2:21][CH2:22]2)[cH:17]1. Reactants: N1(C=CC=C1)C=1C=C(C(=O)OCC)C=CC1 (ethyl 3-(pyrrol-1-yl)benzoate), O (water), [H-].[Al+3].[Li+].[H-].[H-].[H-] (lithium aluminum hydride), [H-].[Al+3].[Li+].[H-].[H-].[H-] (lithium aluminum hydride), O.O1CCCC1 (water tetrahydrofuran). Solvent: C(C)OCC (diethyl ether), C(C)OCC (diethyl ether). Reaction conditions: time 16 hour. The product is N1(C=CC=C1)C=1C=C(C=CC1)CO (3-(pyrrol- 1-yl)phenylmethanol). Isolated yield 111.7%. RXN SMILES: [H-].[Al+3].[Li+].[H-].[H-].[H-].[N:7]1([C:12]2[CH:13]=[C:14]([CH:20]=[CH:21][CH:22]=2)[C:15](OCC)=[O:16])[CH:11]=[CH:10][CH:9]=[CH:8]1.O.O1CCCC1.O>C(OCC)C>[N:7]1([C:12]2[CH:13]=[C:14]([CH2:15][OH:16])[CH:20]=[CH:21][CH:22]=2)[CH:11]=[CH:10][CH:9]=[CH:8]1 |f:0.1.2.3.4.5,7.8|. Reported procedure: To a stirred mixture of 4.8 grams of lithium aluminum hydride in 150 ml of dry diethyl ether was added dropwise 23.2 grams (0.108 mole) of ethyl 3-(pyrrol-1-yl)benzoate in 160 ml of dry diethyl ether. The complete addition required 45 minutes. After this time the reaction mixture was heated under reflux for 45 minutes then allowed to cool to ambient temperature where it stood for 16 hours. The excess lithium aluminum hydride was decomposed by the careful addition of 20 ml of 50% (v/v) water-tetr... Starting materials: C(C)(C)(C)OC(=O)N=C1N(C2=C(N1CCCOC=1C=C(C(=O)O)C=CC1)C=CC=C2)CC2=CC(=CC=C2)N2CCN(CC2)CC2=C(CCC(C2)(C)C)C2=CC=C(C=C2)Cl (3-{3-[2-[tert-butoxycarbonylimino]-3-(3-{4-[2-(4-chloro-phenyl)-5,5-dimethyl-cyclohex-1-enylmethyl]-piperazin-1-yl}-benzyl)-2,3-dihydro-benzoimidazol-1-yl]-propoxy}-benzoic acid), C(=O)(C(F)(F)F)O (TFA). The solvent is ClCCl (dichloromethane). Conditions: time 1 hour. The product is ClC1=CC=C(C=C1)C1=C(CC(CC1)(C)C)CN1CCN(CC1)C=1C=C(CN2C(N(C3=C2C=CC=C3)CCCOC=3C=C(C(=O)O)C=CC3)=N)C=CC1 (3-{3-[3-(3-{4-[2-(4-chloro-phenyl)-5,5-dimethyl-cyclohex-1-enylmethyl]-piperazin-1-yl}-benzyl)-2-imino-2,3-dihydro-benzoimidazol-1-yl]-propoxy}-benzoic acid). The yield is 6.6%. RXN SMILES: C(OC([N:8]=[C:9]1[N:13]([CH2:14][CH2:15][CH2:16][O:17][C:18]2[CH:19]=[C:20]([CH:24]=[CH:25][CH:26]=2)[C:21]([OH:23])=[O:22])[C:12]2[CH:27]=[CH:28][CH:29]=[CH:30][C:11]=2[N:10]1[CH2:31][C:32]1[CH:37]=[CH:36][CH:35]=[C:34]([N:38]2[CH2:43][CH2:42][N:41]([CH2:44][C:45]3[CH2:50][C:49]([CH3:52])([CH3:51])[CH2:48][CH2:47][C:46]=3[C:53]3[CH:58]=[CH:57][C:56]([Cl:59])=[CH:55][CH:54]=3)[CH2:40][CH2:39]2)[CH:33]=1)=O)(C)(C)C.C(O)(C(F)(F)F)=O>ClCCl>[Cl:59][C:56]1[CH:55]=[CH:54][C:53]([C:46]2[CH2:47][CH2:48][C:49]([CH3:52])([CH3:51])[CH2:50][C:45]=2[CH2:44][N:41]2[CH2:40][CH2:39][N:38]([C:34]3[CH:33]=[C:32]([CH:37]=[CH:36][CH:35]=3)[CH2:31][N:10]3[C:11]4[CH:30]=[CH:29][CH:28]=[CH:27][C:12]=4[N:13]([CH2:14][CH2:15][CH2:16][O:17][C:18]4[CH:19]=[C:20]([CH:24]=[CH:25][CH:26]=4)[C:21]([OH:23])=[O:22])[C:9]3=[NH:8])[CH2:43][CH2:42]2)=[CH:58][CH:57]=1. Reported procedure: To a solution of 3-{3-[2-[tert-butoxycarbonylimino]-3-(3-{4-[2-(4-chloro-phenyl)-5,5-dimethyl-cyclohex-1-enylmethyl]-piperazin-1-yl}-benzyl)-2,3-dihydro-benzoimidazol-1-yl]-propoxy}-benzoic acid (0.15 g, 0.18 mmol) in dichloromethane (2.25 ml) at rt was added TFA (0.75 ml). The reaction was stirred at rt for 1 h and then concentrated under reduced pressure. The crude product was purified by preparative HPLC to provide 3-{3-[3-(3-{4-[2-(4-chloro-phenyl)-5,5-dimethyl-cyclohex-1-enylmethyl]-piperaz... The reactants are C1CCOC1, FC(F)(F)c1cc(Cl)cnc1Cl, [H-], [Na+], CNC(=O)C(=NOC)c1ccccc1CO. Yields the product CNC(=O)C(=NOC)c1ccccc1COc1ncc(Cl)cc1C(F)(F)F. Reaction SMILES: [CH2:31]1[O:32][CH2:33][CH2:34][CH2:35]1.[Cl:19][c:20]1[n:21][cH:22][c:23]([Cl:30])[cH:24][c:25]1[C:26]([F:27])([F:28])[F:29].[H-:17].[Na+:18].[OH:1][CH2:2][c:3]1[c:4]([C:9]([C:10](=[O:11])[NH:12][CH3:13])=[N:14][O:15][CH3:16])[cH:5][cH:6][cH:7][cH:8]1>>[O:1]([CH2:2][c:3]1[c:4]([C:9]([C:10](=[O:11])[NH:12][CH3:13])=[N:14][O:15][CH3:16])[cH:5][cH:6][cH:7][cH:8]1)[c:20]1[n:21][cH:22][c:23]([Cl:30])[cH:24][c:25]1[C:26]([F:27])([F:28])[F:29].